Dataset: the Open Reaction Database (ORD), a public repository of structured organic reaction records. Task: describe an organic reaction: reactants, conditions, products, and yield Reactants: off-white solid, C(\C=C\C(=O)O)(=O)O (fumaric acid), ClC1=CC2=C(C(=NO2)C2CCNCC2)C=C1 (6-chloro-3-(4-piperidinyl)-1,2-benzisoxazole), BrCCCCOC1=C(C=C(C=C1)C(C)=O)OC (1-[4-(4-bromobutoxy)-3-methoxyphenyl]ethanone), C(=O)([O-])[O-].[K+].[K+] (K2CO3). Run in C(C)O (ethanol), C(C)#N (acetonitrile). The product is C(\C=C\C(=O)O)(=O)O.ClC1=CC2=C(C(=NO2)C2CCN(CC2)CCCCOC2=C(C=C(C=C2)C(C)=O)OC)C=C1 (1-[4-[4-[4-(6-chloro-1,2-benzisoxazol-3-yl)-1-piperidinyl]-butoxy]-3-methoxyphenyl]ethanone fumarate). Isolated yield 71.9%. Reaction SMILES: [Cl:1][C:2]1[CH:16]=[CH:15][C:5]2[C:6]([CH:9]3[CH2:14][CH2:13][NH:12][CH2:11][CH2:10]3)=[N:7][O:8][C:4]=2[CH:3]=1.Br[CH2:18][CH2:19][CH2:20][CH2:21][O:22][C:23]1[CH:28]=[CH:27][C:26]([C:29](=[O:31])[CH3:30])=[CH:25][C:24]=1[O:32][CH3:33].C([O-])([O-])=O.[K+].[K+].[C:40]([OH:47])(=[O:46])/[CH:41]=[CH:42]/[C:43]([OH:45])=[O:44]>C(O)C.C(#N)C>[C:40]([OH:47])(=[O:46])/[CH:41]=[CH:42]/[C:43]([OH:45])=[O:44].[Cl:1][C:2]1[CH:16]=[CH:15][C:5]2[C:6]([CH:9]3[CH2:10][CH2:11][N:12]([CH2:18][CH2:19][CH2:20][CH2:21][O:22][C:23]4[CH:28]=[CH:27][C:26]([C:29](=[O:31])[CH3:30])=[CH:25][C:24]=4[O:32][CH3:33])[CH2:13][CH2:14]3)=[N:7][O:8][C:4]=2[CH:3]=1 |f:2.3.4,8.9|. Reported procedure: A stirred mixture of 6-chloro-3-(4-piperidinyl)-1,2-benzisoxazole (4.7 g, 20 mmol), 1-[4-(4-bromobutoxy)-3-methoxyphenyl]ethanone (6.0 g, 20 mmol), K2CO3 (2.8 g) and acetonitrile (120 ml) was refluxed for 16 hours. The reaction was allowed to cool, filtered, and the filtrate was concentrated to 9.9 g of a brown oil. The oil was chromatographed on a Waters Prep 500 utilizing silica gel columns and eluting with methylene chloride/methanol (5%). Concentration of the appropriate fractions afforded 2... Starting materials: COC(=O)C12Cc3cnn(-c4ccc(F)cc4)c3C=C1CCN(S(=O)(=O)c1ccc(N3CCOCC3)nc1)C2, CCOC(C)=O, Cl, [Li+], C1CCOC1, [OH-], O, O. The product is O=C(O)C12Cc3cnn(-c4ccc(F)cc4)c3C=C1CCN(S(=O)(=O)c1ccc(N3CCOCC3)nc1)C2. RXN SMILES: [CH3:1][O:2][C:3](=[O:4])[C:5]12[CH2:6][c:7]3[c:8]([n:30](-[c:33]4[cH:34][cH:35][c:36]([F:39])[cH:37][cH:38]4)[n:31][cH:32]3)[CH:9]=[C:10]1[CH2:11][CH2:12][N:13]([S:15](=[O:16])(=[O:17])[c:18]1[cH:19][n:20][c:21]([N:24]3[CH2:25][CH2:26][O:27][CH2:28][CH2:29]3)[cH:22][cH:23]1)[CH2:14]2.[CH3:49][CH2:50][O:51][C:52](=[O:53])[CH3:54].[ClH:55].[Li+:42].[O:43]1[CH2:44][CH2:45][CH2:46][CH2:47]1.[OH-:41].[OH2:40].[OH2:48]>>[O:2]=[C:3]([OH:4])[C:5]12[CH2:6][c:7]3[c:8]([n:30](-[c:33]4[cH:34][cH:35][c:36]([F:39])[cH:37][cH:38]4)[n:31][cH:32]3)[CH:9]=[C:10]1[CH2:11][CH2:12][N:13]([S:15](=[O:16])(=[O:17])[c:18]1[cH:19][n:20][c:21]([N:24]3[CH2:25][CH2:26][O:27][CH2:28][CH2:29]3)[cH:22][cH:23]1)[CH2:14]2.